describe an organic reaction: reactants, conditions, products, and yield From a dataset of the Open Reaction Database (ORD), a public repository of structured organic reaction records. The reactants are FC=1C=C(C=CC1)C=1C(=CC=CC1)C(=O)O (3′-fluoro-biphenyl-2-carboxylic acid), BrC=1C=NC(=NC1)N[C@H]1CNCCC1 ((R)-(5-bromo-pyrimidin-2-yl)-piperidine-3-yl-amine). Product: BrC=1C=NC(=NC1)N[C@H]1CN(CCC1)C(=O)C1=C(C=CC=C1)C1=CC(=CC=C1)F ((R)-[3-(5-Bromo-pyrimidin-2-ylamino)-piperidin-1-yl]-(3′-fluoro-biphenyl-2-yl)-methanone). Reaction SMILES: [F:1][C:2]1[CH:3]=[C:4]([C:8]2[C:9]([C:14]([OH:16])=O)=[CH:10][CH:11]=[CH:12][CH:13]=2)[CH:5]=[CH:6][CH:7]=1.[Br:17][C:18]1[CH:19]=[N:20][C:21]([NH:24][C@@H:25]2[CH2:30][CH2:29][CH2:28][NH:27][CH2:26]2)=[N:22][CH:23]=1>>[Br:17][C:18]1[CH:19]=[N:20][C:21]([NH:24][C@@H:25]2[CH2:30][CH2:29][CH2:28][N:27]([C:14]([C:9]3[CH:10]=[CH:11][CH:12]=[CH:13][C:8]=3[C:4]3[CH:5]=[CH:6][CH:7]=[C:2]([F:1])[CH:3]=3)=[O:16])[CH2:26]2)=[N:22][CH:23]=1. Reported procedure: prepared by reaction of 3′-fluoro-biphenyl-2-carboxylic acid with (R)-(5-bromo-pyrimidin-2-yl)-piperidine-3-yl-amine. Reactants: C, COC=C(C(=O)OC)c1c(OCc2ccccc2)c(C)nn1C, CO, [Pd]. Yields the product COC=C(C(=O)OC)c1c(O)c(C)nn1C. As a reaction SMILES: [C:26].[CH2:1]([c:2]1[cH:3][cH:4][cH:5][cH:6][cH:7]1)[O:8][c:9]1[c:10]([CH3:23])[n:11][n:12]([CH3:22])[c:13]1[C:14]([C:15](=[O:16])[O:17][CH3:18])=[CH:19][O:20][CH3:21].[CH3:24][OH:25].[Pd:27]>>[OH:8][c:9]1[c:10]([CH3:23])[n:11][n:12]([CH3:22])[c:13]1[C:14]([C:15](=[O:16])[O:17][CH3:18])=[CH:19][O:20][CH3:21]. The reactants are C(#N)C1=CN=NC2=C(C=CC=C12)CC (4-cyano-8-ethylcinnoline), S(O)(O)(=O)=O (sulfuric acid), [OH-].[K+] (potassium hydroxide). Conditions: time 32 hour. Product: C(C)C=1C=CC=C2C(=CN=NC12)C(=O)O (8-Ethylcinnoline-4-carboxylic Acid). RXN SMILES: [C:1]([C:3]1[C:12]2[C:7](=[C:8]([CH2:13][CH3:14])[CH:9]=[CH:10][CH:11]=2)[N:6]=[N:5][CH:4]=1)#N.[OH-:15].[K+].S(=O)(=O)(O)[OH:18]>>[CH2:13]([C:8]1[CH:9]=[CH:10][CH:11]=[C:12]2[C:7]=1[N:6]=[N:5][CH:4]=[C:3]2[C:1]([OH:18])=[O:15])[CH3:14] |f:1.2|. Reported procedure: 1.4 g of 53G was dissolved in 60 ml of 50% aqueous sulfuric acid and the mixture was stirred at 90°-100° C. for 32 hours. The mixture was cooled and made basic with 50% aqueous potassium hydroxide solution, then filtered. The filtrate was extracted with ether. The aqueous phase was acidified with 12 N hydrochloric acid and filtered. The resulting solid was dissolved in ethyl acetate, the solution was dried and stripped of solvent to give 53, as a solid, m.p.: 175°-176° C. (with decomposition). The reactants are N1=CC(=CC=C1)C=1C=C2C(=NNC2=CC1C1=CC=C(C=C1)OCC1=CC=CC=C1)NC(CCC)=O (N-[5-(3-pyridyl)-6-[4-(phenylmethoxy)phenyl]-1H-indazol-3-yl]butanamide). Solvent: C[Si](C)(C)I (trimethylsilyl iodide). Yields the product N1=CC(=CC=C1)C=1C=C2C(=NNC2=CC1C1=CC=C(C=C1)O)NC(CCC)=O (N-[5-(3-pyridyl)-6-(4-hydroxyphenyl)-1H-indazol-3-yl]butanamide). Isolated yield 24.3%. RXN SMILES: [N:1]1[CH:6]=[CH:5][CH:4]=[C:3]([C:7]2[CH:8]=[C:9]3[C:13](=[CH:14][C:15]=2[C:16]2[CH:21]=[CH:20][C:19]([O:22]CC4C=CC=CC=4)=[CH:18][CH:17]=2)[NH:12][N:11]=[C:10]3[NH:30][C:31](=[O:35])[CH2:32][CH2:33][CH3:34])[CH:2]=1>C[Si](I)(C)C>[N:1]1[CH:6]=[CH:5][CH:4]=[C:3]([C:7]2[CH:8]=[C:9]3[C:13](=[CH:14][C:15]=2[C:16]2[CH:17]=[CH:18][C:19]([OH:22])=[CH:20][CH:21]=2)[NH:12][N:11]=[C:10]3[NH:30][C:31](=[O:35])[CH2:32][CH2:33][CH3:34])[CH:2]=1. Reported procedure: 10 cm3 of trimethylsilyl iodide are added to 460 mg of N-[5-(3-pyridyl)-6-[4-(phenylmethoxy)phenyl]-1H-indazol-3-yl]butanamide, described previously, and the mixture is refluxed for 18 hours. The insoluble material is filtered off, washed with 2×20 cm3 of diethyl ether and taken up in 50 cm3 of tetrahydrofuran and 25 cm3 of ethyl acetate, and the organic phase is washed with 2×100 cm3 of 10% sodium thiosulphate solution, dried over magnesium sulphate, filtered and then concentrated to dryness un... Starting materials: C(C)OC(C=CC1=NC(=CC=C1)C)=O (3-(6-methylpyridin-2-yl)acrylic acid ethyl ester). Reagents/catalysts: [C].[Pd] (palladium-carbon). Solvent: CO (methanol). Reaction conditions: time 4 hour. Product: C(C)OC(CCC1=NC(=CC=C1)C)=O (3-(6-methylpyridin-2-yl)propionic acid ethyl ester). Isolated yield 77.6%. As a reaction SMILES: [CH2:1]([O:3][C:4](=[O:14])[CH:5]=[CH:6][C:7]1[CH:12]=[CH:11][CH:10]=[C:9]([CH3:13])[N:8]=1)[CH3:2]>CO.[C].[Pd]>[CH2:1]([O:3][C:4](=[O:14])[CH2:5][CH2:6][C:7]1[CH:12]=[CH:11][CH:10]=[C:9]([CH3:13])[N:8]=1)[CH3:2] |f:2.3|. Reported procedure: To a solution of 1.39 g (7.85 mmol) of 3-(6-methylpyridin-2-yl)acrylic acid ethyl ester in methanol (50 mL) was added 200 mg of 10% palladium-carbon, and stirred for 4 hours at room temperature under an atmosphere of hydrogen. The solution was filtered through Celite and the obtained filtrate was concentrated under a reduced pressure. The residue was purified by silica gel chromatography (developing solvent; hexane:ethyl acetate=3:1 to 2:1) to obtain 1.09 g (6.09 mmol) of 3-(6-methylpyridin-2-yl... The reactants are C(C=C)[C@]1(NC(N(CC1)[C@@H](C)C1=CC=C(C=C1)Br)=O)C1=CC=C(C=C1)F ((R)-4-allyl-1-((S)-1-(4-bromophenyl)ethyl)-4-(4-fluorophenyl)tetrahydropyrimidin-2(1H)-one), [H-].[Na+] (NaH), CI (CH3I). Run in C1CCOC1 (THF), C1CCOC1 (THF). Reaction conditions: time 2 hour. The product is C(C=C)[C@]1(N(C(N(CC1)[C@@H](C)C1=CC=C(C=C1)Br)=O)C)C1=CC=C(C=C1)F ((R)-4-allyl-1-((S)-1-(4-bromophenyl)ethyl)-4-(4-fluorophenyl)-3-methyltetrahydropyrimidin-2(1H)-one). Yield: 22.6%. As a reaction SMILES: [H-].[Na+].[CH2:3]([C@:6]1([C:22]2[CH:27]=[CH:26][C:25]([F:28])=[CH:24][CH:23]=2)[CH2:11][CH2:10][N:9]([C@H:12]([C:14]2[CH:19]=[CH:18][C:17]([Br:20])=[CH:16][CH:15]=2)[CH3:13])[C:8](=[O:21])[NH:7]1)[CH:4]=[CH2:5].[CH3:29]I>C1COCC1>[CH2:3]([C@:6]1([C:22]2[CH:27]=[CH:26][C:25]([F:28])=[CH:24][CH:23]=2)[CH2:11][CH2:10][N:9]([C@H:12]([C:14]2[CH:19]=[CH:18][C:17]([Br:20])=[CH:16][CH:15]=2)[CH3:13])[C:8](=[O:21])[N:7]1[CH3:29])[CH:4]=[CH2:5] |f:0.1|. Procedure details: To a suspension of NaH (84 mg, 2.1 mmol) in THF (1 mL) was added a solution of (R)-4-allyl-1-((S)-1-(4-bromophenyl)ethyl)-4-(4-fluorophenyl)tetrahydropyrimidin-2(1H)-one (50 mg, 0.120 mmol) in THF (5 mL) at 0° C. The resulting mixture was stirred for 2 h. Then CH3I (50 mg, 0.35 mmol) was added. The mixture was stirred for 3 h. The reaction was quenched with satd aq NH4Cl. The organic phase was separated, and concentrated to give the crude product, which was purified by preparative TLC to afford ... RXN SMILES: C(OC([N:8]1[CH2:13][CH2:12][CH2:11][CH2:10][CH:9]1[CH2:14][C:15]1[O:16][C:17]2[CH:23]=[CH:22][CH:21]=[CH:20][C:18]=2[N:19]=1)=O)(C)(C)C.FC(F)(F)C(O)=O.C(=O)([O-])[O-].[K+].[K+]>ClCCl>[NH:8]1[CH2:13][CH2:12][CH2:11][CH2:10][CH:9]1[CH2:14][C:15]1[O:16][C:17]2[CH:23]=[CH:22][CH:21]=[CH:20][C:18]=2[N:19]=1 |f:2.3.4|. Yields the product N1C(CCCC1)CC=1OC2=C(N1)C=CC=C2 ((RS)-2-Piperidin-2-ylmethyl-benzooxazole). The yield is 29.3%. The reactants are C(C)(C)(C)OC(=O)N1C(CCCC1)CC=1OC2=C(N1)C=CC=C2 ((RS)-2-Benzooxazol-2-ylmethyl-piperidine-1-carboxylic acid tert butyl ester), FC(C(=O)O)(F)F (trifluoroacetic acid), C([O-])([O-])=O.[K+].[K+] (potassium carbonate). The solvent is ClCCl (dichloromethane). Procedure: (RS)-2-Benzooxazol-2-ylmethyl-piperidine-1-carboxylic acid tert butyl ester (0.50 g) in dichloromethane (8 ml) was cooled (ice-bath) and trifluoroacetic acid (2 ml) added. The mixture was stirred with ice-cooling for 4 h, poured onto saturated potassium carbonate (20 ml) and extracted with dichloromethane. The combined extracts were dried (MgSO4) and solvent removed at reduced pressure to give the title compound (0.10 g) Reactants: [NH4+].[Cl-] (NH4Cl), OC1=C2C=CC=NC2=C(C(=C1C(=O)OCC)C(=O)OCC)O (Diethyl 5,8-dihydroxyquinoline-6,7-dicarboxylate), FC(S(=O)(=O)OCC(F)(F)F)(F)F (2,2,2-trifluoroethyl trifluoromethanesulfonate), C(=O)([O-])[O-].[K+].[K+] (K2CO3). Run in CN(C)C=O (DMF). The product is FC(COC1=C2C=CC=NC2=C(C(=C1C(=O)OCC)C(=O)OCC)OCC(F)(F)F)(F)F (Diethyl 5,8-bis(2,2,2-trifluoroethoxy)quinoline-6,7-dicarboxylate). Yield: 95.5%. As a reaction SMILES: [OH:1][C:2]1[C:11]([C:12]([O:14][CH2:15][CH3:16])=[O:13])=[C:10]([C:17]([O:19][CH2:20][CH3:21])=[O:18])[C:9]([OH:22])=[C:8]2[C:3]=1[CH:4]=[CH:5][CH:6]=[N:7]2.FC(F)(F)S(O[CH2:29][C:30]([F:33])([F:32])[F:31])(=O)=O.C([O-])([O-])=O.[K+].[K+].[NH4+].[Cl-]>CN(C=O)C>[F:31][C:30]([F:33])([F:32])[CH2:29][O:1][C:2]1[C:11]([C:12]([O:14][CH2:15][CH3:16])=[O:13])=[C:10]([C:17]([O:19][CH2:20][CH3:21])=[O:18])[C:9]([O:22][CH2:29][C:30]([F:31])([F:32])[F:33])=[C:8]2[C:3]=1[CH:4]=[CH:5][CH:6]=[N:7]2 |f:2.3.4,5.6|. Reported procedure: A mixture containing diethyl 5,8-dihydroxyquinoline-6,7-dicarboxylate 2 (57.8 g, 189 mmol), 2,2,2-trifluoroethyl trifluoromethanesulfonate (100 g, 2.28 equiv) and K2CO3 (62.7 g, 2.4 equiv) in DMF (300 ml) was heated to 70 C for an hour. This mixture was cooled down to r.t. and added to half-saturated NH4Cl (1.5 L). After acidification with AcOH (60 ml), the product was extracted with toluene twice and once with 50% EtOAc/toluene. The combined organics were dried over Na2SO4 and filtered through ... Reactants: C(C)OC(COC1=C(C=C(C=C1)Cl)CC=1NC=CN1)=O (4-chloro-2-(1-imidazolylmethyl)phenoxyacetic acid ethyl ester), N (ammonia). Product: ClC1=CC(=C(OCC(=O)N)C=C1)CC=1NC=CN1 (4-chloro-2-(1-imidazolylmethyl)phenoxyacetamide), isopropanol petrol. As a reaction SMILES: C([O:3][C:4](=O)[CH2:5][O:6][C:7]1[CH:12]=[CH:11][C:10]([Cl:13])=[CH:9][C:8]=1[CH2:14][C:15]1[NH:16][CH:17]=[CH:18][N:19]=1)C.[NH3:21]>>[Cl:13][C:10]1[CH:11]=[CH:12][C:7]([O:6][CH2:5][C:4]([NH2:21])=[O:3])=[C:8]([CH2:14][C:15]2[NH:16][CH:17]=[CH:18][N:19]=2)[CH:9]=1. Reported procedure: Treatment of 4-chloro-2-(1-imidazolylmethyl)phenoxyacetic acid ethyl ester with ammonia as described in Example 8 gave 4-chloro-2-(1-imidazolylmethyl)phenoxyacetamide, m.p. 162°-164° C. (from isopropanol/petrol). Found: C, 53.91, H, 4.51, N, 15.79. C12H12ClN3O2 requires: C, 54.23, H, 4.57, N, 15.81%.